Dataset: the Open Reaction Database (ORD), a public repository of structured organic reaction records. Task: describe an organic reaction: reactants, conditions, products, and yield The reactants are C1(=CC=CC=C1)NCC(=O)O (N-phenyl glycine), C(C=C)N=C=S (allylisothiocyanate), C (charcoal). Yields the product C1(=CC=CC=C1)N1C(=S)N(C(=O)C1)C=CC (1-phenyl-3-propenyl-2-thiohydantoin). Yield: 31.3%. Run at time 8 hour. Procedure details: A mixture of N-phenyl glycine (15.1 grams, 0.1 moles) and allylisothiocyanate (12.0 grams, 0.12 moles) was refluxed for 6 hours and allowed to stand overnight at room temperature (21° C.). The reaction mixture became a solid mass which was ground and crystallized from ethanol using charcoal, 7.26 grams (31% yield) of the above-identified product was recovered having a melting point of about 74° C. Reaction SMILES: [C:1]1([NH:7][CH2:8][C:9]([OH:11])=O)[CH:6]=[CH:5][CH:4]=[CH:3][CH:2]=1.[CH2:12]([N:15]=[C:16]=[S:17])[CH:13]=[CH2:14].C>>[C:1]1([N:7]2[CH2:8][C:9](=[O:11])[N:15]([CH:12]=[CH:13][CH3:14])[C:16]2=[S:17])[CH:2]=[CH:3][CH:4]=[CH:5][CH:6]=1. Reactants: Br.Br.OC1=CC=C(C=C1)N1CCN(CC1)CCBr (1-(p-hydroxyphenyl)-4-(2-bromoethyl)piperazine dihydrobromide), C(C=1C(N)=CC=CC1)(=O)N (anthranilamide), C(C)(=O)[O-].[Na+] (sodium acetate). Solvent: O (water). The product is OC1=CC=C(C=C1)N1CCN(CC1)CCNC1=C(C(=O)N)C=CC=C1 (2-[2-(1-[p-Hydroxyphenyl]-4-piperazinyl)ethylamino]benzamide). Yield: 40.0%. RXN SMILES: Br.Br.[OH:3][C:4]1[CH:9]=[CH:8][C:7]([N:10]2[CH2:15][CH2:14][N:13]([CH2:16][CH2:17]Br)[CH2:12][CH2:11]2)=[CH:6][CH:5]=1.[C:19]([NH2:28])(=[O:27])[C:20]1[C:21](=[CH:23][CH:24]=[CH:25][CH:26]=1)[NH2:22].C([O-])(=O)C.[Na+]>O>[OH:3][C:4]1[CH:9]=[CH:8][C:7]([N:10]2[CH2:15][CH2:14][N:13]([CH2:16][CH2:17][NH:22][C:21]3[CH:23]=[CH:24][CH:25]=[CH:26][C:20]=3[C:19]([NH2:28])=[O:27])[CH2:12][CH2:11]2)=[CH:6][CH:5]=1 |f:0.1.2,4.5|. Procedure details: A mixture of 61 g 1-(p-hydroxyphenyl)-4-(2-bromoethyl)piperazine dihydrobromide, 18.5 g anthranilamide, 33.5 g sodium acetate, and 250 ml water was refluxed 16 hours, cooled, filtered and the solid washed with water and isopropanol. The solid was suspended in water and made alkaline with Na2CO3. The solid was filtered, suspended in 75% ethanol and added dilute HCl until acidic. The solution was cooled and the solid filtered and recrystallized from 1200 ml water to give 18.5 g product, m.285.